This data is from the Open Reaction Database (ORD), a public repository of structured organic reaction records. The task is: describe an organic reaction: reactants, conditions, products, and yield The reactants are C(N)(OC(C)(C)C)=O (t-Butyl carbamate), FC1(CC(N(CC1)C(=O)OC(C)(C)C)C(NC1(CC1)C1=CC=C(C=C1)C(=O)OC)=O)F (tert-butyl 4,4-difluoro-2-((1-(4-(methoxycarbonyl)phenyl)cyclopropyl)carbamoyl)piperidine-1-carboxylate). Yields the product FC1(CC(NCC1)C(=O)NC1(CC1)C1=CC=C(C(=O)OC)C=C1)F (methyl 4-(1-(4,4-difluoropiperidine-2-carboxamido)cyclopropyl)benzoate). Yield: 94.6%. As a reaction SMILES: C(=O)(OC(C)(C)C)N.[F:9][C:10]1([F:39])[CH2:15][CH2:14][N:13](C(OC(C)(C)C)=O)[CH:12]([C:23](=[O:38])[NH:24][C:25]2([C:28]3[CH:33]=[CH:32][C:31]([C:34]([O:36][CH3:37])=[O:35])=[CH:30][CH:29]=3)[CH2:27][CH2:26]2)[CH2:11]1>>[F:39][C:10]1([F:9])[CH2:15][CH2:14][NH:13][CH:12]([C:23]([NH:24][C:25]2([C:28]3[CH:33]=[CH:32][C:31]([C:34]([O:36][CH3:37])=[O:35])=[CH:30][CH:29]=3)[CH2:26][CH2:27]2)=[O:38])[CH2:11]1. Procedure: The title compound (D99) (500 mg) was prepared according to the general procedure for t-Butyl carbamate (Boc) cleavage starting from tert-butyl 4,4-difluoro-2-((1-(4-(methoxycarbonyl)phenyl)cyclopropyl)carbamoyl)piperidine-1-carboxylate (D68) (685 mg) Starting materials: COc1ccc(-n2nc(C(C)(C)C)cc2N)cc1, O=C(Cl)c1nccc2cc(Oc3cc(Cl)ncn3)ccc12, ClCCl, O, c1ccncc1. Product: COc1ccc(-n2nc(C(C)(C)C)cc2NC(=O)c2nccc3cc(Oc4cc(Cl)ncn4)ccc23)cc1. Reaction SMILES: [C:28]([CH3:29])([CH3:30])([CH3:31])[c:32]1[cH:33][c:34]([NH2:45])[n:35](-[c:37]2[cH:38][cH:39][c:40]([O:43][CH3:44])[cH:41][cH:42]2)[n:36]1.[Cl:1][c:2]1[cH:3][c:4]([O:8][c:9]2[cH:10][c:11]3[cH:12][cH:13][n:14][c:15]([C:19](=[O:20])[Cl:21])[c:16]3[cH:17][cH:18]2)[n:5][cH:6][n:7]1.[Cl:47][CH2:48][Cl:49].[OH2:46].[cH:22]1[cH:23][cH:24][n:25][cH:26][cH:27]1>>[Cl:1][c:2]1[cH:3][c:4]([O:8][c:9]2[cH:10][c:11]3[cH:12][cH:13][n:14][c:15]([C:19](=[O:20])[NH:45][c:34]4[cH:33][c:32]([C:28]([CH3:29])([CH3:30])[CH3:31])[n:36][n:35]4-[c:37]4[cH:38][cH:39][c:40]([O:43][CH3:44])[cH:41][cH:42]4)[c:16]3[cH:17][cH:18]2)[n:5][cH:6][n:7]1. Starting materials: CC1=NC=C(C=C1)O (2-methyl-5-pyridinol), Cl (hydrogen chloride), C(C)(C)(C)N=CC (t-butyliminoethane), final solution. The solvent is O1CCCC1 (tetrahydrofuran), C(CCC)[Li] (n-butyllithium), C(C)(=O)OCC (ethyl acetate). Yields the product Cl.Cl.C(C)(C)(C)NC(CC1=NC=C(C=C1)O)C (2-(2-t-butylaminopropyl)-5-pyridinol dihydrochloride). RXN SMILES: [CH3:1][C:2]1[CH:7]=[CH:6][C:5]([OH:8])=[CH:4][N:3]=1.[C:9]([N:13]=[CH:14][CH3:15])([CH3:12])([CH3:11])[CH3:10].[ClH:16]>O1CCCC1.C([Li])CCC.C(OCC)(=O)C>[ClH:16].[ClH:16].[C:9]([NH:13][CH:14]([CH3:15])[CH2:1][C:2]1[CH:7]=[CH:6][C:5]([OH:8])=[CH:4][N:3]=1)([CH3:12])([CH3:11])[CH3:10] |f:6.7.8|. Procedure details: To the suspension of 9.8 g of 2-methyl-5-pyridinol in 200 ml of tetrahydrofuran, 135 ml of 1.6 molar n-butyllithium are added during 30 minutes while stirring under nitrogen at -20°. After 3 hours 10 g of t-butyliminoethane are added during 30 minutes at said temperature and the resulting mixture is processed as described in Example 4, except that the final solution is acidified with hydrogen chloride in ethyl acetate, to yield the 2-(2-t-butylaminopropyl)-5-pyridinol dihydrochloride melting at ... The reactants are C(C)(C)(C)OC(NC1=C(C=C(C=C1)C1=C(C=CC=C1)F)N)=O ((3-amino-2′-fluoro-biphenyl-4-yl)-carbamic acid tert-butyl ester), C(C)(C)(C)OC(CC(=O)C1=CC(=CC=C1)C1=CC(=NC=C1)C)=O (3-[3-(2-methyl-pyridin-4-yl)-phenyl]-3-oxo-propionic acid tert-butyl ester). Product: C(C)(C)(C)OC(NC1=C(C=C(C=C1)C1=C(C=CC=C1)F)NC(CC(=O)C1=CC(=CC=C1)C1=CC(=NC=C1)C)=O)=O ((2′-Fluoro-3-{3-[3-(2-methyl-pyridin-4-yl)-phenyl]-3-oxo-propionylamino}-biphenyl-4-yl)-carbamic acid tert-butyl ester), foam. Isolated yield 89.0%. Reaction SMILES: [C:1]([O:5][C:6](=[O:22])[NH:7][C:8]1[CH:13]=[CH:12][C:11]([C:14]2[CH:19]=[CH:18][CH:17]=[CH:16][C:15]=2[F:20])=[CH:10][C:9]=1[NH2:21])([CH3:4])([CH3:3])[CH3:2].C([O:27][C:28](=O)[CH2:29][C:30]([C:32]1[CH:37]=[CH:36][CH:35]=[C:34]([C:38]2[CH:43]=[CH:42][N:41]=[C:40]([CH3:44])[CH:39]=2)[CH:33]=1)=[O:31])(C)(C)C>>[C:1]([O:5][C:6](=[O:22])[NH:7][C:8]1[CH:13]=[CH:12][C:11]([C:14]2[CH:19]=[CH:18][CH:17]=[CH:16][C:15]=2[F:20])=[CH:10][C:9]=1[NH:21][C:28](=[O:27])[CH2:29][C:30]([C:32]1[CH:37]=[CH:36][CH:35]=[C:34]([C:38]2[CH:43]=[CH:42][N:41]=[C:40]([CH3:44])[CH:39]=2)[CH:33]=1)=[O:31])([CH3:4])([CH3:2])[CH3:3]. Reported procedure: The title compound was prepared from (3-amino-2′-fluoro-biphenyl-4-yl)-carbamic acid tert-butyl ester [CAS 335255-65-7] (302 mg, 1.0 mmol) and 3-[3-(2-methyl-pyridin-4-yl)-phenyl]-3-oxo-propionic acid tert-butyl ester (Example K12) (311 mg, 1.0 mmol) according to the general procedure M. Obtained as an off-white foam (480 mg, 89%). Reactants: C1CCOC1, CO, COC(=O)c1cc2c([nH]1)CCC2Cc1cc(F)cc(Cl)c1, [Li+], [OH-]. Product: O=C(O)c1cc2c([nH]1)CCC2Cc1cc(F)cc(Cl)c1. Reaction SMILES: [CH2:26]1[O:27][CH2:28][CH2:29][CH2:30]1.[CH3:24][OH:25].[Cl:1][c:2]1[cH:3][c:4]([CH2:5][CH:6]2[CH2:7][CH2:8][c:9]3[nH:10][c:11]([C:14](=[O:15])[O:16][CH3:17])[cH:12][c:13]32)[cH:18][c:19]([F:21])[cH:20]1.[Li+:22].[OH-:23]>>[Cl:1][c:2]1[cH:3][c:4]([CH2:5][CH:6]2[CH2:7][CH2:8][c:9]3[nH:10][c:11]([C:14](=[O:15])[OH:16])[cH:12][c:13]32)[cH:18][c:19]([F:21])[cH:20]1.